describe an organic reaction: reactants, conditions, products, and yield From a dataset of the Open Reaction Database (ORD), a public repository of structured organic reaction records. Reactants: C1(=CC=CC=C1)[C@H]1[C@@H](C1)C(=O)Cl (trans-2-phenyl-1-cyclopropanecarbonyl chloride), C(CCC)N (n-butylamine). The solvent is C(C)(=O)OCC (ethyl acetate). Yields the product C(CCC)NC(=O)[C@H]1[C@@H](C1)C1=CC=CC=C1 (N-n-Butyl trans-2-Phenyl-1-cyclopropanecarboxamide). As a reaction SMILES: [C:1]1([C@@H:7]2[CH2:9][C@H:8]2[C:10](Cl)=[O:11])[CH:6]=[CH:5][CH:4]=[CH:3][CH:2]=1.[CH2:13]([NH2:17])[CH2:14][CH2:15][CH3:16]>C(OCC)(=O)C>[CH2:13]([NH:17][C:10]([C@@H:8]1[CH2:9][C@H:7]1[C:1]1[CH:6]=[CH:5][CH:4]=[CH:3][CH:2]=1)=[O:11])[CH2:14][CH2:15][CH3:16]. Procedure: Following the procedure of Example 1 above and using trans-2-phenyl-1-cyclopropanecarbonyl chloride and n-butylamine (and ethyl acetate in place of benzene), the title compound was prepared as a waxy white solid. The reactants are CCOC(=O)c1c(CO)csc1NC(=O)OC(C)(C)C, ClCCl. The product is CCOC(=O)c1c(C=O)csc1NC(=O)OC(C)(C)C. Reaction SMILES: [CH2:1]([CH3:2])[O:3][C:4](=[O:5])[c:6]1[c:7]([NH:13][C:14](=[O:15])[O:16][C:17]([CH3:18])([CH3:19])[CH3:20])[s:8][cH:9][c:10]1[CH2:11][OH:12].[Cl:21][CH2:22][Cl:23]>>[CH2:1]([CH3:2])[O:3][C:4](=[O:5])[c:6]1[c:7]([NH:13][C:14](=[O:15])[O:16][C:17]([CH3:18])([CH3:19])[CH3:20])[s:8][cH:9][c:10]1[CH:11]=[O:12]. Reactants: CN1CCNCC1, CN(C)C=O, CC(C)OC(C)C, O=C(Oc1ccccc1)OC1c2ccccc2C(=O)N1c1ccc2c(Cl)ccnc2n1. Yields the product CN1CCN(C(=O)OC2c3ccccc3C(=O)N2c2ccc3c(Cl)ccnc3n2)CC1. RXN SMILES: [CH3:32][N:33]1[CH2:34][CH2:35][NH:36][CH2:37][CH2:38]1.[CH3:46][N:47]([CH3:48])[CH:49]=[O:50].[CH:39]([O:40][CH:41]([CH3:42])[CH3:43])([CH3:44])[CH3:45].[Cl:1][c:2]1[c:3]2[cH:4][cH:5][c:6]([N:12]3[C:13](=[O:31])[c:14]4[cH:15][cH:16][cH:17][cH:18][c:19]4[CH:20]3[O:21][C:22]([O:24][c:23]3[cH:25][cH:26][cH:27][cH:28][cH:29]3)=[O:30])[n:7][c:8]2[n:9][cH:10][cH:11]1>>[Cl:1][c:2]1[c:3]2[cH:4][cH:5][c:6]([N:12]3[C:13](=[O:31])[c:14]4[cH:15][cH:16][cH:17][cH:18][c:19]4[CH:20]3[O:21][C:22](=[O:24])[N:36]3[CH2:35][CH2:34][N:33]([CH3:32])[CH2:38][CH2:37]3)[n:7][c:8]2[n:9][cH:10][cH:11]1. Starting materials: NC=1N=C2N(C=C(C=C2)OC=2C=CC(=C(C2)NC(=O)C2=CC(=NN2C)C)F)C1 (N-{5-[(2-aminoimidazo[1,2-a]pyridin-6-yl) oxy]-2-fluorophenyl}-1,3-dimethyl-1H-pyrazole-5-carboxamide), C(C)N=C=O (ethyl isocyanate). Run in O (water), O1CCCC1 (tetrahydrofuran). Conditions: time 15 hour. The product is C(C)NC(=O)NC=1N=C2N(C=C(C=C2)OC=2C=CC(=C(C2)NC(=O)C2=CC(=NN2C)C)F)C1 (N-{5-[(2-{[(ethylamino)carbonyl]amino}imidazo[1,2-a]pyridin-6-yl) oxy]-2-fluorophenyl}-1,3-dimethyl-1H-pyrazole-5-carboxamide). Yield: 25.3%. As a reaction SMILES: [NH2:1][C:2]1[N:3]=[C:4]2[CH:9]=[CH:8][C:7]([O:10][C:11]3[CH:12]=[CH:13][C:14]([F:27])=[C:15]([NH:17][C:18]([C:20]4[N:24]([CH3:25])[N:23]=[C:22]([CH3:26])[CH:21]=4)=[O:19])[CH:16]=3)=[CH:6][N:5]2[CH:28]=1.[CH2:29]([N:31]=[C:32]=[O:33])[CH3:30]>O1CCCC1.O>[CH2:29]([NH:31][C:32]([NH:1][C:2]1[N:3]=[C:4]2[CH:9]=[CH:8][C:7]([O:10][C:11]3[CH:12]=[CH:13][C:14]([F:27])=[C:15]([NH:17][C:18]([C:20]4[N:24]([CH3:25])[N:23]=[C:22]([CH3:26])[CH:21]=4)=[O:19])[CH:16]=3)=[CH:6][N:5]2[CH:28]=1)=[O:33])[CH3:30]. Procedure: To a solution of N-{5-[(2-aminoimidazo[1,2-a]pyridin-6-yl) oxy]-2-fluorophenyl}-1,3-dimethyl-1H-pyrazole-5-carboxamide (70.0 mg, 0.184 mmol) in tetrahydrofuran (3 mL) was added ethyl isocyanate (17.5 μL, 0.221 mmol), and the mixture was stirred at room temperature for 15 hr. The reaction mixture was diluted with water and extracted with ethyl acetate. The organic layer was washed with water and saturated brine, dried over anhydrous magnesium sulfate and filtrated. The filtrate was concentrated u...